Dataset: the Open Reaction Database (ORD), a public repository of structured organic reaction records. Task: describe an organic reaction: reactants, conditions, products, and yield Starting materials: N(=O)[O-].[Na+] (sodium nitrite), FC(C(=O)O)(F)F (trifluoroacetic acid), N(=O)[O-].[Na+] (sodium nitrite), [OH-].[NH4+] (ammonium hydroxide), NC1=NC2=NC=CC=C2C=C1 (2-amino-1,8-naphthyridine), diazonium salt, S(O)(O)(=O)=O (sulfuric acid). Solvent: O (water). Yields the product diazonium salt, N1C(C=CC2=CC=CN=C12)=O (1,8-naphthyridine-2-(1H)-one). As a reaction SMILES: N[C:2]1[CH:11]=[CH:10][C:9]2[C:4](=[N:5][CH:6]=[CH:7][CH:8]=2)[N:3]=1.N([O-])=[O:13].[Na+].FC(F)(F)C(O)=O.S(=O)(=O)(O)O.[OH-].[NH4+]>O>[NH:3]1[C:4]2[C:9](=[CH:8][CH:7]=[CH:6][N:5]=2)[CH:10]=[CH:11][C:2]1=[O:13] |f:1.2,5.6|. Reported procedure: The 2-amino-1,8-naphthyridine (III) thus produced is converted to the diazonium salt with sodium nitrite in an acid, preferably trifluoroacetic acid or sulfuric acid. The diazonium salt is prepared at -5° C. or less during the addition, over a period of about 2 hours, of the sodium nitrite. The reaction mixture then is generally maintained at this temperature for an additional hour, and combined with a mixture of ice and water. The aqueous mixture is then made alkaline preferably with ammonium h... The reactants are C1(CC1)S(=O)(=O)C1=C(C=CC=C1)C1=CC(=C(C=C1)B1OC(C(O1)(C)C)(C)C)F (2-(2′-(cyclopropylsulfonyl)-3-fluoro-[1,1′-biphenyl]-4-yl)-4,4,5,5-tetramethyl-1,3,2-dioxaborolane), NC1=CC=C(C(=N1)C#N)Br (6-amino-3-bromo-2-cyanopyridine). Product: NC1=CC=C(C(=N1)C#N)C1=C(C=C(C=C1)C1=C(C=CC=C1)S(=O)(=O)C1CC1)F (6-Amino-3-(2′-(cyclopropylsulfonyl)-3-fluoro-[1,1′-biphenyl]-4-yl)picolinonitrile). Reaction SMILES: [CH:1]1([S:4]([C:7]2[CH:12]=[CH:11][CH:10]=[CH:9][C:8]=2[C:13]2[CH:18]=[CH:17][C:16](B3OC(C)(C)C(C)(C)O3)=[C:15]([F:28])[CH:14]=2)(=[O:6])=[O:5])[CH2:3][CH2:2]1.[NH2:29][C:30]1[N:35]=[C:34]([C:36]#[N:37])[C:33](Br)=[CH:32][CH:31]=1>>[NH2:29][C:30]1[N:35]=[C:34]([C:36]#[N:37])[C:33]([C:16]2[CH:17]=[CH:18][C:13]([C:8]3[CH:9]=[CH:10][CH:11]=[CH:12][C:7]=3[S:4]([CH:1]3[CH2:3][CH2:2]3)(=[O:6])=[O:5])=[CH:14][C:15]=2[F:28])=[CH:32][CH:31]=1. Reported procedure: The title compound was prepared using analogous conditions to those described in Example 6 2-(2′-(cyclopropylsulfonyl)-3-fluoro-[1,1′-biphenyl]-4-yl)-4,4,5,5-tetramethyl-1,3,2-dioxaborolane and 6-amino-3-bromo-2-cyanopyridine. MS (ESI): mass calcd. for C21H16FN3O2S, 393.09; m/z found, 393.9 [M+H]+. 1H NMR (500 MHz, DMSO-d6) δ 8.07 (d, J=7.9, 1H), 7.71-7.64 (m, 1H), 7.64-7.58 (m, 2H), 7.54-7.48 (m, 1H), 7.40 (dd, J=19.2, 9.2, 2H), 7.33 (dd, J=7.9, 1.6, 1H), 6.86 (d, J=8.7, 1H), 6.79 (d, J=10.0, 3... The reactants are CN(C)C=O, ClCCl, CCC(CC(=O)Nc1ccc(C(F)(F)F)cc1)OS(C)(=O)=O, [H-], [Na+], O. RXN SMILES: [CH3:6][N:7]([CH3:8])[CH:9]=[O:10].[Cl:3][CH2:4][Cl:5].[F:11][C:12]([c:13]1[cH:14][cH:15][c:16]([NH:19][C:20]([CH2:21][CH:22]([CH2:23][CH3:24])[O:25][S:26]([CH3:27])(=[O:28])=[O:29])=[O:30])[cH:17][cH:18]1)([F:31])[F:32].[H-:1].[Na+:2].[OH2:33]>>[F:11][C:12]([c:13]1[cH:14][cH:15][c:16]([N:19]2[C:20](=[O:30])[CH2:21][CH:22]2[CH2:23][CH3:24])[cH:17][cH:18]1)([F:31])[F:32]. Product: CCC1CC(=O)N1c1ccc(C(F)(F)F)cc1. Starting materials: ClC1=CC=C(C=C1)OC(N(C)[C@@H]1CC[C@H](CC1)\C=C\CCl)=O (trans-(1E)-[4-(3-Chloro-propenyl)-cyclohexyl]-methyl-carbamic acid 4-chloro-phenyl ester), CNCCC (N-methylpropylamine). Run in CO (methanol). The product is ClC1=CC=C(C=C1)OC(N([C@@H]1CC[C@H](CC1)\C=C\CN(CCC)C)C)=O (trans-(1E)-Methyl-{4-[3-(methyl-propyl-amino)-propenyl]-cyclohexyl}-carbamic acid 4-chloro-phenyl ester). Yield: 52.8%. As a reaction SMILES: [Cl:1][C:2]1[CH:7]=[CH:6][C:5]([O:8][C:9](=[O:22])[N:10]([C@H:12]2[CH2:17][CH2:16][C@H:15](/[CH:18]=[CH:19]/[CH2:20]Cl)[CH2:14][CH2:13]2)[CH3:11])=[CH:4][CH:3]=1.[CH3:23][NH:24][CH2:25][CH2:26][CH3:27]>CO>[Cl:1][C:2]1[CH:7]=[CH:6][C:5]([O:8][C:9](=[O:22])[N:10]([CH3:11])[C@H:12]2[CH2:17][CH2:16][C@H:15](/[CH:18]=[CH:19]/[CH2:20][N:24]([CH3:23])[CH2:25][CH2:26][CH3:27])[CH2:14][CH2:13]2)=[CH:4][CH:3]=1. Reported procedure: A solution of 80 mg (0.23 mmol) of trans-(1E)-[4-(3-Chloro-propenyl)-cyclohexyl]-methyl-carbamic acid 4-chloro-phenyl ester in 4.3 ml of methanol was treated with 0.24 ml (2.34 mmol) N-methylpropylamine and stirred over night at RT. The solvent was evaporated and the residue extracted with aqueous saturated NaHCO3/Et2O (3×). The organic phase was dried with Na2SO4, filtered and evaporated. Purification by flash column chromatography on silica gel (CH2Cl2/MeOH 95:5) gave 46 mg (52%) of trans-(1E)... The reactants are C(C=C(C)C)Br (prenyl bromide), [Li+].[I-] (LiI), [H][H] (hydrogen), Cl (HCl), ice, [H-].[Li+] (LiH), [H][H] (hydrogen), OC=1C(C2=CC=CC=C2C(C1)=O)=O (2-hydroxy-1,4-naphthoquinone). Solvent: CCOC(=O)C (EtOAc), O (water), CCOC(=O)C (EtOAc), CS(=O)C (DMSO). Run at temperature 45 celsius. Product: CC(=CCC1=C(C(=O)C=2C=CC=CC2C1=O)O)C (Lapachol). RXN SMILES: [OH:1][C:2]1[C:3](=[O:13])[C:4]2[C:9]([C:10](=[O:12])[CH:11]=1)=[CH:8][CH:7]=[CH:6][CH:5]=2.[H-].[Li+].[H][H].[CH2:18](Br)[CH:19]=[C:20]([CH3:22])[CH3:21].[Li+].[I-].Cl>CS(C)=O.CCOC(C)=O.O>[CH3:21][C:20]([CH3:22])=[CH:19][CH2:18][C:11]1[C:10](=[O:12])[C:9]2[CH:8]=[CH:7][CH:6]=[CH:5][C:4]=2[C:3](=[O:13])[C:2]=1[OH:1] |f:1.2,5.6|. Procedure details: 17.4 g (0.10M) of 2-hydroxy-1,4-naphthoquinone was dissolved in 120 ml of DMSO, and 0.88 g (0.11M) of LiH was gradually added thereto. Here, this should be done with care because hydrogen evolves. The reaction solution was stirred, and after confirming no further production of hydrogen, was additionally stirred for another 30 min. Then, 15.9 g (0.10M) of prenyl bromide (1-bromo-3-methyl-2-butene) and 3.35 g (0.025M) of LiI were gradually added thereto. The reaction solution was heated to 45° C. ... Starting materials: COC(=O)C=1C=C2C=C(N(C2=CC1)CC1=NOC(=C1)C=1SC(=CC1)Cl)C(NC1CCN(CC1)C(C)C)=O (1-[5-(5-Chloro-thiophen-2-yl)-isoxazol-3-ylmethyl]-2-(1-isopropyl-piperidin-4-ylcarbamoyl)-1H-indole-5-carboxylic acid methyl ester), [Li+].[OH-] (LiOH). Solvent: C1CCOC1 (THF), CO (methanol). Conditions: temperature 70 celsius. Yields the product ClC1=CC=C(S1)C1=CC(=NO1)CN1C(=CC2=CC(=CC=C12)C(=O)O)C(NC1CCN(CC1)C(C)C)=O (1-[5-(5-Chloro-thiophen-2-yl)-isoxazol-3-ylmethyl]-2-(1-isopropyl-piperidin-4-ylcarbamoyl)-1H-indole-5-carboxylic acid). RXN SMILES: C[O:2][C:3]([C:5]1[CH:6]=[C:7]2[C:11](=[CH:12][CH:13]=1)[N:10]([CH2:14][C:15]1[CH:19]=[C:18]([C:20]3[S:21][C:22]([Cl:25])=[CH:23][CH:24]=3)[O:17][N:16]=1)[C:9]([C:26](=[O:37])[NH:27][CH:28]1[CH2:33][CH2:32][N:31]([CH:34]([CH3:36])[CH3:35])[CH2:30][CH2:29]1)=[CH:8]2)=[O:4].[Li+].[OH-]>C1COCC1.CO>[Cl:25][C:22]1[S:21][C:20]([C:18]2[O:17][N:16]=[C:15]([CH2:14][N:10]3[C:11]4[C:7](=[CH:6][C:5]([C:3]([OH:4])=[O:2])=[CH:13][CH:12]=4)[CH:8]=[C:9]3[C:26](=[O:37])[NH:27][CH:28]3[CH2:33][CH2:32][N:31]([CH:34]([CH3:35])[CH3:36])[CH2:30][CH2:29]3)[CH:19]=2)=[CH:24][CH:23]=1 |f:1.2|. Procedure: To a solution of 8.8 g 1-[5-(5-Chloro-thiophen-2-yl)-isoxazol-3-ylmethyl]-2-(1-isopropyl-piperidin-4-ylcarbamoyl)-1H-indole-5-carboxylic acid methyl ester in 200 ml THF and 100 ml methanol 58.5 ml of a 1 M aqueous LiOH solution were added and the mixture was heated to 70° C. for 4 h. After cooling to RT the organic solvents were removed under reduced pressure and the remaining aqueous solution was acidified with half concentrated HCl to pH 2. The precipitated product was collected by filtration.... The reactants are COc1ccc(CCC=O)cc1, O=C1CCC(=O)N1Cl, ClCCl, O=C(O)C1CCCN1. Reaction SMILES: [CH3:9][O:10][c:11]1[cH:12][cH:13][c:14]([CH2:17][CH2:18][CH:19]=[O:20])[cH:15][cH:16]1.[Cl:1][N:2]1[C:3](=[O:4])[CH2:5][CH2:6][C:7]1=[O:8].[Cl:29][CH2:30][Cl:31].[OH:21][C:22]([CH:23]1[NH:24][CH2:25][CH2:26][CH2:27]1)=[O:28]>>[Cl:1][CH:18]([CH2:17][c:14]1[cH:13][cH:12][c:11]([O:10][CH3:9])[cH:16][cH:15]1)[CH:19]=[O:20]. The product is COc1ccc(CC(Cl)C=O)cc1. Reactants: CO, Cn1c2c(c3cccc(F)c31)C(=NO)CCC2, C1COCCO1, O. The product is Cn1c2c(c3cccc(F)c31)C(=O)NCCC2. As a reaction SMILES: [CH3:25][OH:26].[F:1][c:2]1[cH:3][cH:4][cH:5][c:6]2[c:7]3[c:12]([n:13]([CH3:15])[c:14]12)[CH2:11][CH2:10][CH2:9][C:8]3=[N:16][OH:17].[O:19]1[CH2:20][CH2:21][O:22][CH2:23][CH2:24]1.[OH2:18]>>[F:1][c:2]1[cH:3][cH:4][cH:5][c:6]2[c:7]3[c:12]([n:13]([CH3:15])[c:14]12)[CH2:11][CH2:10][CH2:9][NH:16][C:8]3=[O:18].